Dataset: the Open Reaction Database (ORD), a public repository of structured organic reaction records. Task: describe an organic reaction: reactants, conditions, products, and yield Starting materials: O=C(O)c1cc(NCc2ccccc2)c(-c2ccccc2)c(S(=O)(=O)Cl)c1, CCO, CC(C)CCSc1cc(C(=O)O)cc(S(=O)(=O)Cl)c1-c1ccccc1. Product: CC(C)CCSc1cc(C(=O)O)cc(S(N)(=O)=O)c1-c1ccccc1. Reaction SMILES: [CH2:1]([NH:8][c:2]1[cH:3][c:4]([C:19]([OH:20])=[O:21])[cH:5][c:6]([S:7]([Cl:9])(=[O:10])=[O:11])[c:12]1-[c:13]1[cH:14][cH:15][cH:16][cH:17][cH:18]1)[c:22]1[cH:23][cH:24][cH:25][cH:26][cH:27]1.[CH3:53][CH2:54][OH:55].[Cl:28][S:29](=[O:30])(=[O:31])[c:32]1[c:33](-[c:47]2[cH:48][cH:49][cH:50][cH:51][cH:52]2)[c:34]([S:41][CH2:42][CH2:43][CH:44]([CH3:45])[CH3:46])[cH:35][c:36]([C:37](=[O:38])[OH:39])[cH:40]1>>[NH2:8][S:29](=[O:30])(=[O:31])[c:32]1[c:33](-[c:47]2[cH:48][cH:49][cH:50][cH:51][cH:52]2)[c:34]([S:41][CH2:42][CH2:43][CH:44]([CH3:45])[CH3:46])[cH:35][c:36]([C:37](=[O:38])[OH:39])[cH:40]1. Reactants: BrC1=CC(=CC=C1)C=C (1-Bromo-3-vinyl-benzene), C(#N)C=1C=NC=CC1 (3-cyanopyridine), S(=O)([O-])[O-].[Na+].[Na+] (Sodium sulfite), C([O-])(O)=O.[Na+] (sodium bicarbonate), OO (hydrogen peroxide). The reagents and catalysts are C[Re](=O)(=O)=O (Methyltrioxorhenium (VII)). Run in C(Cl)Cl (CH2Cl2). Conditions: time 18 hour. Yields the product BrC=1C=C(C=CC1)C1OC1 (2-(3-Bromo-phenyl)-oxirane). Reaction SMILES: [Br:1][C:2]1[CH:7]=[CH:6][CH:5]=[C:4]([CH:8]=[CH2:9])[CH:3]=1.C(C1C=NC=CC=1)#N.OO.S([O-])([O-])=[O:21].[Na+].[Na+].C(=O)(O)[O-].[Na+]>C(Cl)Cl.C[Re](=O)(=O)=O>[Br:1][C:2]1[CH:3]=[C:4]([CH:8]2[CH2:9][O:21]2)[CH:5]=[CH:6][CH:7]=1 |f:3.4.5,6.7|. Procedure: 1-Bromo-3-vinyl-benzene (5 g, 27.3 mmol) and 3-cyanopyridine (551 mg, 2.7 mmol) were added in CH2Cl2 (25 mL), Methyltrioxorhenium (VII) (34 mg, 0.137 mmol) and hydrogen peroxide (30%) (6.2 mL, 54.6 mmol) were added and the reaction mixture was stirred at room temperaute for 18 h. Sodium sulfite 1M (10 mL) and saturated sodium bicarbonate were added, the aqueous layer was extracted with CH2Cl2, and the combined organic layers were dried over anhydrous magnesium sulfate, filtered. The filtrate was... The reactants are ClCCCl, CN(C)C=O, CC(C(=O)O)n1cc(-c2ccc(Cl)cc2)n(C2CC2)c1=O, Cl, NCc1cccc(C(F)(F)F)c1, On1nnc2ccccc21. Product: CC(C(=O)NCc1cccc(C(F)(F)F)c1)n1cc(-c2ccc(Cl)cc2)n(C2CC2)c1=O. As a reaction SMILES: [CH2:34]([Cl:35])[CH2:36][Cl:37].[CH3:49][N:50]([CH3:51])[CH:52]=[O:53].[Cl:1][c:2]1[cH:3][cH:4][c:5](-[c:8]2[n:9]([CH:19]3[CH2:20][CH2:21]3)[c:10](=[O:18])[n:11]([CH:13]([C:14](=[O:15])[OH:16])[CH3:17])[cH:12]2)[cH:6][cH:7]1.[ClH:38].[F:22][C:23]([c:24]1[cH:25][c:26]([CH2:27][NH2:28])[cH:29][cH:30][cH:31]1)([F:32])[F:33].[OH:39][n:40]1[c:41]2[c:42]([cH:43][cH:44][cH:45][cH:46]2)[n:47][n:48]1>>[Cl:1][c:2]1[cH:3][cH:4][c:5](-[c:8]2[n:9]([CH:19]3[CH2:20][CH2:21]3)[c:10](=[O:18])[n:11]([CH:13]([C:14](=[O:15])[NH:28][CH2:27][c:26]3[cH:25][c:24]([C:23]([F:22])([F:32])[F:33])[cH:31][cH:30][cH:29]3)[CH3:17])[cH:12]2)[cH:6][cH:7]1. Reactants: [H-].[H-].[H-].[H-].[Li+].[Al+3] (LAH), ClC1=NSC(=C1COC1=C(C(=C(C=C1)CCC(=O)OCC)F)F)C1=CC=C(C=C1)OC (ethyl 3-(4-((3-chloro-5-(4-methoxyphenyl)isothiazol-4-yl)methoxy)-2,3-difluorophenyl)propanoate). Product: ClC1=NSC(=C1COC1=C(C(=C(C=C1)CCCO)F)F)C1=CC=C(C=C1)OC (3-(4-[[3-chloro-5-(4-methoxyphenyl)-1,2-thiazol-4-yl]methoxy]-2,3-difluorophenyl)propan-1-ol). Reaction SMILES: [H-].[H-].[H-].[H-].[Li+].[Al+3].[Cl:7][C:8]1[C:12]([CH2:13][O:14][C:15]2[CH:20]=[CH:19][C:18]([CH2:21][CH2:22][C:23](OCC)=[O:24])=[C:17]([F:28])[C:16]=2[F:29])=[C:11]([C:30]2[CH:35]=[CH:34][C:33]([O:36][CH3:37])=[CH:32][CH:31]=2)[S:10][N:9]=1>>[Cl:7][C:8]1[C:12]([CH2:13][O:14][C:15]2[CH:20]=[CH:19][C:18]([CH2:21][CH2:22][CH2:23][OH:24])=[C:17]([F:28])[C:16]=2[F:29])=[C:11]([C:30]2[CH:31]=[CH:32][C:33]([O:36][CH3:37])=[CH:34][CH:35]=2)[S:10][N:9]=1 |f:0.1.2.3.4.5|. Reported procedure: The title compound was prepared according to the procedure described in Example 156 following Step 2 by LAH reduction of ethyl 3-(4-((3-chloro-5-(4-methoxyphenyl)isothiazol-4-yl)methoxy)-2,3-difluorophenyl)propanoate to afford the desired product as an off-white solid. 1H NMR (300 MHz, CD3OD): δ 7.53 (d, J=8.7 Hz, 2H), 7.08 (d, J=9.0 Hz, 2H), 6.87-7.00 (m, 2H), 5.07 (s, 2H), 3.60 (d, J=6.6 Hz, 2H), 2.18 (d, J=7.2 Hz, 2H), 1.78-1.87 (m, 2H). Mass spectrum (ESI, m/z): Calcd. for C20H18ClF2NO3S, 42... The reactants are C(C)C1=NSC=C1C(=O)OCC (ethyl 3-ethyl-4-isothiazolecarboxylate), C1CC(=O)N(C1=O)Br (NBS), C(C1=CC=CC=C1)(=O)OOC(C1=CC=CC=C1)=O (benzoyl peroxide). Yields the product BrC(C)C1=NSC=C1C(=O)OCC (ethyl 3-(1-bromoethyl)-4-isothiazolecarboxylate). RXN SMILES: [CH2:1]([C:3]1[C:7]([C:8]([O:10][CH2:11][CH3:12])=[O:9])=[CH:6][S:5][N:4]=1)[CH3:2].C1C(=O)N([Br:20])C(=O)C1.C(OOC(=O)C1C=CC=CC=1)(=O)C1C=CC=CC=1>>[Br:20][CH:1]([C:3]1[C:7]([C:8]([O:10][CH2:11][CH3:12])=[O:9])=[CH:6][S:5][N:4]=1)[CH3:2]. Procedure details: Following generally the procedure of Example 28, ethyl 3-ethyl-4-isothiazolecarboxylate is reacted with NBS and benzoyl peroxide to give ethyl 3-(1-bromoethyl)-4-isothiazolecarboxylate, which is then reacted with sodium bicarbonate and DMSO and the resulting ethyl 3-acetyl-4-isothiazolecarboxylate is treated with lithium hydroxide monohydrate to yield 3-acetyl-4-isothiazolecarboxylic acid. Reactants: O=C(O)C1(c2ccc(Cl)cc2Cl)CC1, ClC(Cl)Cl, CC(C)C(=O)Nc1cccc(C2CCN(CCCN)CC2)c1. The product is CC(C)C(=O)Nc1cccc(C2CCN(CCCNC(=O)C3(c4ccc(Cl)cc4Cl)CC3)CC2)c1. RXN SMILES: [Cl:1][c:2]1[c:3]([C:9]2([C:12](=[O:13])[OH:14])[CH2:10][CH2:11]2)[cH:4][cH:5][c:6]([Cl:8])[cH:7]1.[Cl:37][CH:38]([Cl:39])[Cl:40].[NH2:15][CH2:16][CH2:17][CH2:18][N:19]1[CH2:20][CH2:21][CH:22]([c:25]2[cH:26][c:27]([NH:31][C:32]([CH:33]([CH3:34])[CH3:35])=[O:36])[cH:28][cH:29][cH:30]2)[CH2:23][CH2:24]1>>[Cl:1][c:2]1[c:3]([C:9]2([C:12](=[O:14])[NH:15][CH2:16][CH2:17][CH2:18][N:19]3[CH2:20][CH2:21][CH:22]([c:25]4[cH:26][c:27]([NH:31][C:32]([CH:33]([CH3:34])[CH3:35])=[O:36])[cH:28][cH:29][cH:30]4)[CH2:23][CH2:24]3)[CH2:10][CH2:11]2)[cH:4][cH:5][c:6]([Cl:8])[cH:7]1.